This data is from the Open Reaction Database (ORD), a public repository of structured organic reaction records. The task is: describe an organic reaction: reactants, conditions, products, and yield Reactants: C(CCC)OC(=O)N1CC(C1)NC(=O)OCC1=CC=CC=C1 (3-Benzyloxycarbonylamino-azetidine-1-carboxylic acid butyl ester). The reagents and catalysts are [Pd] (Pd/C). The solvent is C(C)(=O)OCC (ethyl acetate). Run at time 5 hour. Yields the product C(CCC)OC(=O)N1CC(C1)N (3-Amino-azetidine-1-carboxylic acid butyl ester). RXN SMILES: [CH2:1]([O:5][C:6]([N:8]1[CH2:11][CH:10]([NH:12]C(OCC2C=CC=CC=2)=O)[CH2:9]1)=[O:7])[CH2:2][CH2:3][CH3:4]>C(OCC)(=O)C.[Pd]>[CH2:1]([O:5][C:6]([N:8]1[CH2:11][CH:10]([NH2:12])[CH2:9]1)=[O:7])[CH2:2][CH2:3][CH3:4]. Procedure details: To a solution of 1.4 g 3-Benzyloxycarbonylamino-azetidine-1-carboxylic acid butyl ester in 50 ml ethyl acetate were added 150 mg Pd/C (10%) and the suspension stirred under an atmosphere of hydrogen (1 bar) for 5 h. The reaction mixture was filtrated over a plug of Celite®, washed with ethyl acetate and concentrated. Yield: 740 mg colorless solid Run in O (water). Conditions: temperature 100 celsius, time 1 hour. As a reaction SMILES: [CH3:1][N:2]([CH3:16])[CH:3]1[CH2:11][C:10]2[C:5](=[CH:6][C:7]([N+:13]([O-:15])=O)=[C:8]([NH2:12])[CH:9]=2)[CH2:4]1.[N:17]#[C:18][NH2:19].[CH]Cl.[OH-].[Na+]>O>[CH3:16][N:2]([CH3:1])[CH:3]1[CH2:11][C:10]2[C:5](=[CH:6][C:7]3[N+:13]([O-:15])=[N:17][C:18]([NH2:19])=[N:12][C:8]=3[CH:9]=2)[CH2:4]1 |f:3.4,^3:19|. Isolated yield 43.6%. Product: CN(C1CC2=CC3=C(N=C(N=[N+]3[O-])N)C=C2C1)C (N7,N7-Dimethyl-7,8-dihydro-6H-indeno[5,6-e][1,2,4]triazine-3,7-diamine 1-Oxide). Reactants: CN(C1CC2=CC(=C(C=C2C1)N)[N+](=O)[O-])C (N2,N2-Dimethyl-6-nitro-2,5-indanediamine), N#CN (cyanamide), N#CN (cyanamide), [CH]Cl (cHCl), [CH]Cl (cHCl), [OH-].[Na+] (NaOH). Procedure details: A mixture of nitroaniline 110 (0.50 g, 2.3 mmol) and cyanamide (0.4 g, 9.0 mmol) were mixed together at 80° C., cHCl (5 mL) added dropwise and the mixture heated at 100° C. for 3 h. A further aliquot of cyanamide (0.4 g, 9.0 mmol) and cHCl (1 mL) was added and the mixture stirred at 100° C. for 1 h. The mixture was cooled to 50° C., 7.5 M NaOH solution added until the mixture was strongly basic and the mixture stirred at 100° C. for 3 h. The mixture was cooled, diluted with water (30 mL), filter... Starting materials: C(=S)(Cl)Cl (Thiophosgene), CC(C)(C)C=1C=C(C=C(C1O)C(C)(C)C)CCC(=O)NN (3,5-bis(1,1-dimethylethyl)-4-hydroxybenzenepropanoic acid hydrazide), C(C)(=O)OCC (ethyl acetate), C([O-])(O)=O.[Na+] (sodium bicarbonate). The solvent is O1CCCC1 (tetrahydrofuran). Run at time 10 minute. Product: CC(C)(C)C=1C=C(C=C(C1O)C(C)(C)C)CCC1=NNC(O1)=S (5-[2-[3,5-bis(1,1-dimethylethyl)-4-hydroxyphenyl]ethyl]-1,3,4-oxadiazole-2(3H)-thione). The yield is 15.8%. Reaction SMILES: [C:1](Cl)(Cl)=[S:2].[CH3:5][C:6]([C:9]1[CH:10]=[C:11]([CH2:20][CH2:21][C:22]([NH:24][NH2:25])=[O:23])[CH:12]=[C:13]([C:16]([CH3:19])([CH3:18])[CH3:17])[C:14]=1[OH:15])([CH3:8])[CH3:7].C(OCC)(=O)C.C(=O)(O)[O-].[Na+]>O1CCCC1>[CH3:19][C:16]([C:13]1[CH:12]=[C:11]([CH2:20][CH2:21][C:22]2[O:23][C:1](=[S:2])[NH:25][N:24]=2)[CH:10]=[C:9]([C:6]([CH3:5])([CH3:7])[CH3:8])[C:14]=1[OH:15])([CH3:17])[CH3:18] |f:3.4|. Reported procedure: Thiophosgene (0.55 mL, 6.80 mmol) is added dropwise to a -78° C. solution of 3,5-bis(1,1-dimethylethyl)-4-hydroxybenzenepropanoic acid hydrazide (2.0 g, 6.8 mmol) in tetrahydrofuran (200 mL). The reaction mixture is stirred for 10 minutes then poured into a separatory funnel containing ethyl acetate and aqueous sodium bicarbonate. The organic phase is washed three times with water and once with brine. Drying the organic phase over magnesium sulfate and evaporation gives a heavy oil which is crys...